Dataset: the Open Reaction Database (ORD), a public repository of structured organic reaction records. Task: describe an organic reaction: reactants, conditions, products, and yield Run in C(=O)(C(F)(F)F)O (TFA). Reaction SMILES: COC1C=CC(C[N:8]2[CH:16]=[N:15][C:14]3[C:9]2=[N:10][CH:11]=[N:12][C:13]=3[C:17]2[C:18]([NH:23][C:24]3[C:25]([CH3:43])=[CH:26][CH:27]=[C:28]4[C:33]=3[N:32]=[CH:31][N:30]=[C:29]4[NH:34][C:35]3[CH:42]=[CH:41][C:38]([C:39]#[N:40])=[CH:37][CH:36]=3)=[N:19][CH:20]=[CH:21][CH:22]=2)=CC=1>C(O)(C(F)(F)F)=O>[N:12]1[C:13]([C:17]2[C:18]([NH:23][C:24]3[C:25]([CH3:43])=[CH:26][CH:27]=[C:28]4[C:33]=3[N:32]=[CH:31][N:30]=[C:29]4[NH:34][C:35]3[CH:36]=[CH:37][C:38]([C:39]#[N:40])=[CH:41][CH:42]=3)=[N:19][CH:20]=[CH:21][CH:22]=2)=[C:14]2[C:9]([NH:8][CH:16]=[N:15]2)=[N:10][CH:11]=1. Run at temperature 70 celsius, time 5 minute. Reported procedure: A mixture of 4-(8-(3-(9-(4-methoxybenzyl)-9H-purin-6-yl)pyridin-2-ylamino)-7-methylquinazolin-4-ylamino)benzonitrile (91 mg, 154 μmol) in TFA (3 mL) was heated at 70° C. for 3 h. The TFA was removed in vacuo and 2M NH3/MeOH was added. The mixture was stirred for 5 min and solvent was removed in vacuo. The product was purified by flash chromatography eluting with MeOH(NH3)/DCM (2-6%) to give 4-(8-(3-(9H-purin-6-yl)pyridin-2-ylamino)-7-methylquinazolin-4-ylamino)benzonitrile. MS (ESI, pos. ion) m/... Starting materials: COC1=CC=C(CN2C3=NC=NC(=C3N=C2)C=2C(=NC=CC2)NC=2C(=CC=C3C(=NC=NC23)NC2=CC=C(C#N)C=C2)C)C=C1 (4-(8-(3-(9-(4-methoxybenzyl)-9H-purin-6-yl)pyridin-2-ylamino)-7-methylquinazolin-4-ylamino)benzonitrile). Yields the product N1=CN=C2NC=NC2=C1C=1C(=NC=CC1)NC=1C(=CC=C2C(=NC=NC12)NC1=CC=C(C#N)C=C1)C (4-(8-(3-(9H-purin-6-yl)pyridin-2-ylamino)-7-methylquinazolin-4-ylamino)benzonitrile). Starting materials: C1(=CC=CC=C1O)C (cresol), C=O (formaldehyde), S(O)(O)(=O)=O (sulfuric acid). Product: C1(=CC=CC=C1O)C.C=O (formaldehyde cresol). As a reaction SMILES: [C:1]1([CH3:8])[C:6]([OH:7])=[CH:5][CH:4]=[CH:3][CH:2]=1.[CH2:9]=[O:10].S(=O)(=O)(O)O>>[C:1]1([CH3:8])[C:6]([OH:7])=[CH:5][CH:4]=[CH:3][CH:2]=1.[CH2:9]=[O:10] |f:3.4|. Procedure details: The cresol silicoformate produced in Example XV is added to 60 parts by weight of an aqueous solution containing about 37% formaldehyde, then dilute sulfuric acid is added until the pH is 5 to 6. The mixture is heated to 60° to 90° C. for about 20 to 50 minutes while agitating at ambient pressure, thereby producing light brown poly(formaldehyde cresol silicoformate) resin.